This data is from the Open Reaction Database (ORD), a public repository of structured organic reaction records. The task is: describe an organic reaction: reactants, conditions, products, and yield Reactants: Cl.CN(CCCN=C=NCC)C (N-(3-Dimethylaminopropyl)-N'-ethylcarbodiimide hydrochloride), C(C)(C)(C)OC(=O)NC(C/C=C/C(=O)O)(C)C ((2E)-5-(tert.-butoxycarbonylamino)-5-methylhex-2-enoic acid), ON1N=NC2=C1N=CC=C2 (1-hydroxy-7-azabenzotriazole), C1(=CC=CC=C1)S(=O)(=O)NC1=C(C=CC=C1)CCN(C([C@@H](CC1=CC2=CC=CC=C2C=C1)NC)=O)C ((2R)-N-[2-(2-(phenylsulfonylamino)phenyl)ethyl]-N-methyl-2-(methylamino)-3-(2-naphthyl)propionamide). Run in ClCCl (dichloromethane), CN(C=O)C (N,N-dimethylformamide), C(C)(=O)OCC (ethyl acetate), ClCCl (dichloromethane), C(C)N(C(C)C)C(C)C (ethyldiisopropylamine). Reaction conditions: temperature 0 celsius, time 20 minute. Yields the product C(C)(C)(C)OC(NC(C\C=C\C(N(C)[C@H](CC1=CC2=CC=CC=C2C=C1)C(N(C)CCC1=C(C=CC=C1)NS(=O)(=O)C1=CC=CC=C1)=O)=O)(C)C)=O ({(3E)-4-[N-((1R)-1-{N-[2-(2-(phenylsulfonylamino)phenyl)ethyl]-N-methylcarbamoyl}-2-(2-naphthyl)ethyl)-N-methylcarbamoyl]-1,1-dimethylbut-3-enyl}carbamic acid tert-butyl ester). Isolated yield 69.4%. Reaction SMILES: Cl.CN(C)CCCN=C=NCC.[C:13]([O:17][C:18]([NH:20][C:21]([CH3:29])([CH3:28])[CH2:22]/[CH:23]=[CH:24]/[C:25]([OH:27])=O)=[O:19])([CH3:16])([CH3:15])[CH3:14].ON1C2N=CC=CC=2N=N1.[C:40]1([S:46]([NH:49][C:50]2[CH:55]=[CH:54][CH:53]=[CH:52][C:51]=2[CH2:56][CH2:57][N:58]([CH3:75])[C:59](=[O:74])[C@H:60]([NH:72][CH3:73])[CH2:61][C:62]2[CH:71]=[CH:70][C:69]3[C:64](=[CH:65][CH:66]=[CH:67][CH:68]=3)[CH:63]=2)(=[O:48])=[O:47])[CH:45]=[CH:44][CH:43]=[CH:42][CH:41]=1>ClCCl.CN(C)C=O.C(N(C(C)C)C(C)C)C.C(OCC)(=O)C>[C:13]([O:17][C:18](=[O:19])[NH:20][C:21]([CH3:29])([CH3:28])[CH2:22]/[CH:23]=[CH:24]/[C:25](=[O:27])[N:72]([C@@H:60]([C:59](=[O:74])[N:58]([CH2:57][CH2:56][C:51]1[CH:52]=[CH:53][CH:54]=[CH:55][C:50]=1[NH:49][S:46]([C:40]1[CH:41]=[CH:42][CH:43]=[CH:44][CH:45]=1)(=[O:48])=[O:47])[CH3:75])[CH2:61][C:62]1[CH:71]=[CH:70][C:69]2[C:64](=[CH:65][CH:66]=[CH:67][CH:68]=2)[CH:63]=1)[CH3:73])([CH3:14])([CH3:15])[CH3:16] |f:0.1|. Reported procedure: At 0° C., N-(3-Dimethylaminopropyl)-N'-ethylcarbodiimide hydrochloride (138 mg, 0.72 mmol) was added to a solution of (2E)-5-(tert.-butoxycarbonylamino)-5-methylhex-2-enoic acid (175 mg, 0.72 mmol) and 1-hydroxy-7-azabenzotriazole (98 mg, 0.72 mmol) in dichloromethane (3 ml) and N,N-dimethylformamide (3 ml). The reaction mixture was stirred for 20 min at 0° C. A solution of (2R)-N-[2-(2-(phenylsulfonylamino)phenyl)ethyl]-N-methyl-2-(methylamino)-3-(2-naphthyl)propionamide (363 mg, 0.72 mmol) in ... Reaction SMILES: [BH4-:1].[CH3:30][OH:31].[Na+:2].[O:32]1[CH2:33][CH2:34][CH2:35][CH2:36]1.[O:3]=[C:4]1[N:5]([CH2:10][CH:11]2[N:12]([C:17](=[O:18])[O:19][CH2:20][c:21]3[cH:22][cH:23][c:24]([N+:27](=[O:28])[O-:29])[cH:25][cH:26]3)[CH2:13][CH:14]([OH:16])[CH2:15]2)[CH2:6][C:7](=[O:9])[NH:8]1>>[O:3]=[C:4]1[N:5]([CH2:10][CH:11]2[N:12]([C:17](=[O:18])[O:19][CH2:20][c:21]3[cH:22][cH:23][c:24]([N+:27](=[O:28])[O-:29])[cH:25][cH:26]3)[CH2:13][CH:14]([OH:16])[CH2:15]2)[CH2:6][CH2:7][NH:8]1. Reactants: [BH4-], CO, [Na+], C1CCOC1, O=C1CN(CC2CC(O)CN2C(=O)OCc2ccc([N+](=O)[O-])cc2)C(=O)N1. Product: O=C1NCCN1CC1CC(O)CN1C(=O)OCc1ccc([N+](=O)[O-])cc1. The reactants are FC1=C(CCl)C=CC=C1 (2-fluorobenzyl chloride), NC1=NC=CC=C1O (2-amino-3-hydroxypyridine), O (water). The reagents and catalysts are CCCCCCCC[N+](C)(CCCCCCCC)CCCCCCCC.[Cl-] (Adogen 464). The solvent is [OH-].[Na+] (sodium hydroxide), ClCCl (dichloromethane). Reaction conditions: time 16 hour. The product is NC1=NC=CC=C1OCC1=C(C=CC=C1)F (2-Amino-3-(2-fluorobenzyloxy)pyridine). Isolated yield 72.7%. As a reaction SMILES: [F:1][C:2]1[CH:9]=[CH:8][CH:7]=[CH:6][C:3]=1[CH2:4]Cl.[NH2:10][C:11]1[C:16]([OH:17])=[CH:15][CH:14]=[CH:13][N:12]=1.O>[OH-].[Na+].ClCCl.CCCCCCCC[N+](CCCCCCCC)(CCCCCCCC)C.[Cl-]>[NH2:10][C:11]1[C:16]([O:17][CH2:4][C:3]2[CH:6]=[CH:7][CH:8]=[CH:9][C:2]=2[F:1])=[CH:15][CH:14]=[CH:13][N:12]=1 |f:3.4,6.7|. Procedure: A mixture of 2-fluorobenzyl chloride (50 g, 0.346 mol) and 2-amino-3-hydroxypyridine (39 g, 0.3 15 mol) in 40% aqueous sodium hydroxide solution (200 ml) and dichloromethane (200 ml) was treated with Adogen 464 (5 ml) and stirred vigorously at room temperature for 16 hours. A further 200 ml of water was added and the product extracted into dichloromethane, dried, and the solvent evaporated to obtain the product (54.9 g, 80%), m.p. 85°-86° C. Reactants: COC1=CC=C2NC=C(CC(N)C(=O)O)C2=C1 (5-methoxy-DL-tryptophan), C(C#CC)OC1=CC=C(C=C1)S(=O)(=O)Cl (4-but-2-ynyloxy-benzenesulfonyl chloride). Product: C(C#CC)OC1=CC=C(C=C1)S(=O)(=O)NC(C(=O)O)CC1=CNC2=CC=C(C=C12)OC (2-(4-BUT-2-YNYLOXY-BENZENESULFONYLAMINO)-3-(5-METHOXY-1H-INDOL-3-YL)-PROPIONIC Acid). Reaction SMILES: [CH3:1][O:2][C:3]1[CH:17]=[C:16]2[C:6]([NH:7][CH:8]=[C:9]2[CH2:10][CH:11]([C:13]([OH:15])=[O:14])[NH2:12])=[CH:5][CH:4]=1.[CH2:18]([O:22][C:23]1[CH:28]=[CH:27][C:26]([S:29](Cl)(=[O:31])=[O:30])=[CH:25][CH:24]=1)[C:19]#[C:20][CH3:21]>>[CH2:18]([O:22][C:23]1[CH:28]=[CH:27][C:26]([S:29]([NH:12][CH:11]([CH2:10][C:9]2[C:16]3[C:6](=[CH:5][CH:4]=[C:3]([O:2][CH3:1])[CH:17]=3)[NH:7][CH:8]=2)[C:13]([OH:15])=[O:14])(=[O:31])=[O:30])=[CH:25][CH:24]=1)[C:19]#[C:20][CH3:21]. Procedure: The title compound was prepared by the method of Example 6, using 5-methoxy-DL-tryptophan and 4-but-2-ynyloxy-benzenesulfonyl chloride as starting materials. 1H NMR (DMSO-d6): 400 MHz δ 12.55 (bs, 1H), 10.63 (s, 1H), 8.06 (d, J=8.0 Hz, 1H), 7.53 (dd, J=8.0, 4.0 Hz, 2H), 7.18 (d, J=8.0 Hz, 1H), 7.02 (d, J=2.0 Hz, 1H), 6.92 (d, J=8.0 Hz, 2H), 6.82 (d, J=2.0 Hz, 1H), 6.68 (dd, J=8.0, 2.0 Hz, 1H), 4.78 (q, J=2.0 Hz, 2H), 3.87 (q, J=7.6 Hz, 1H), 3.72 (s, 3H), 3.00 (dd J=14.4, 6.4 Hz, 1H), 2.82 (dd J=...